This data is from the Open Reaction Database (ORD), a public repository of structured organic reaction records. The task is: describe an organic reaction: reactants, conditions, products, and yield Reactants: Cc1cn(CCO)c2ccccc12, CS(C)=O, CO, O, O=C(O)C(F)(F)F, O=C(O)C(=O)O, c1ccncc1, c1ccccc1. Product: Cc1cn(CC=O)c2ccccc12. Reaction SMILES: [CH3:1][c:2]1[cH:3][n:4]([CH2:11][CH2:12][OH:13])[c:5]2[cH:6][cH:7][cH:8][cH:9][c:10]12.[CH3:39][S:40]([CH3:41])=[O:42].[CH3:43][OH:44].[OH2:45].[OH:14][C:15]([C:16]([F:17])([F:18])[F:19])=[O:20].[OH:27][C:28]([C:29](=[O:30])[OH:31])=[O:32].[cH:21]1[cH:22][cH:23][n:24][cH:25][cH:26]1.[cH:33]1[cH:34][cH:35][cH:36][cH:37][cH:38]1>>[CH3:1][c:2]1[cH:3][n:4]([CH2:11][CH:12]=[O:13])[c:5]2[cH:6][cH:7][cH:8][cH:9][c:10]12. Reactants: BrCCC1=CC=C(C=C1)F (1-(2-bromoethyl)-4-fluorobenzene), Cl.ClC=1C=C(C=CC1)NN (3-chlorophenylhydrazine hydrochloride), CN1CCC(CC1)=O (N-methyl-4-piperidone). Solvent: C(C)N(CC)CC (triethylamine). Product: FC1=CC=C(CCN2C3=C(C=4C=CC(=CC24)Cl)CN(CC3)C)C=C1 (5-(4-fluorophenethyl)-7-chloro-2,3,4,5-tetrahydro-2-methyl-1H-pyrido[4,3-b]indole). As a reaction SMILES: Br[CH2:2][CH2:3][C:4]1[CH:9]=[CH:8][C:7]([F:10])=[CH:6][CH:5]=1.Cl.[Cl:12][C:13]1[CH:14]=[C:15]([NH:19]N)[CH:16]=[CH:17][CH:18]=1.[CH3:21][N:22]1[CH2:27][CH2:26][C:25](=O)[CH2:24][CH2:23]1>C(N(CC)CC)C>[F:10][C:7]1[CH:8]=[CH:9][C:4]([CH2:3][CH2:2][N:19]2[C:15]3[CH:14]=[C:13]([Cl:12])[CH:18]=[CH:17][C:16]=3[C:24]3[CH2:23][N:22]([CH3:21])[CH2:27][CH2:26][C:25]2=3)=[CH:5][CH:6]=1 |f:1.2|. Reported procedure: The title compound is prepared by following Method 8 by using 1-(2-bromoethyl)-4-fluorobenzene, 3-chlorophenylhydrazine hydrochloride, triethylamine and N-methyl-4-piperidone Starting materials: CC1(C(C1(C)C)CO)C (2,2,3,3-tetramethylcyclopropylmethanol), O(C1=CC=CC=C1)C=1C=C(CBr)C=CC1F (3-phenoxy-4-fluorobenzyl bromide), [H-].[Na+] (sodium hydride), [Cl-].[NH4+] (ammonium chloride). The solvent is C1(=CC=CC=C1)C.CN(C=O)C (toluene dimethylformamide), C1(=CC=CC=C1)C.CN(C=O)C (toluene dimethylformamide). Conditions: time 16 hour. Yields the product O(C1=CC=CC=C1)C=1C=C(COCC2C(C2(C)C)(C)C)C=CC1F ((3-phenoxy-4-fluorobenzyl)-(2,2,3,3-tetramethylcyclopropylmethyl)ether), compound 1. RXN SMILES: [CH3:1][C:2]1([CH3:9])[C:4]([CH3:6])([CH3:5])[CH:3]1[CH2:7][OH:8].[O:10]([C:17]1[CH:18]=[C:19]([CH:22]=[CH:23][C:24]=1[F:25])[CH2:20]Br)[C:11]1[CH:16]=[CH:15][CH:14]=[CH:13][CH:12]=1.[H-].[Na+].[Cl-].[NH4+]>C1(C)C=CC=CC=1.CN(C)C=O>[O:10]([C:17]1[CH:18]=[C:19]([CH:22]=[CH:23][C:24]=1[F:25])[CH2:20][O:8][CH2:7][CH:3]1[C:4]([CH3:6])([CH3:5])[C:2]1([CH3:9])[CH3:1])[C:11]1[CH:16]=[CH:15][CH:14]=[CH:13][CH:12]=1 |f:2.3,4.5,6.7|. Reported procedure: A solution of 1.9 g of 2,2,3,3-tetramethylcyclopropylmethanol and 4.2 g of 3-phenoxy-4-fluorobenzyl bromide in 20 ml of a 1:1 mixture of toluene/dimethylformamide is added dropwise at 0°-5° C. to 0.9 g of sodium hydride (50% dispersion in mineral oil) in 60 ml of a 1:1 mixture of toluene/dimethylformamide. When the reaction has subsided, the batch is stirred for 16 hours at room temperature and, after the dropwise addition of a saturated solution of ammonium chloride, extracted with toluene. The... Starting materials: C=1(C(=CC=CC1)C)C (xylene), 2-(2-imidazolin-2-yl)quinolinecarboxylate esters, O=NC(C(C=1NC2=C3C(C=CC2=CC1)=NC=C3)=O)=O (dioxopyrroloquinoline acetamide). Run in C1(=CC=CC=C1)C (toluene). The product is N12CCCN=CC2CCCC1 (1,5-diazabicyclo[5.4.0]undec-5-ene), ( XXXVII ). Reaction SMILES: O=[N:2][C:3](=O)[C:4](=O)[C:5]1[NH:6]C2C(=CC=1)C=CC1=NC=CC=21.C1(C)[C:21]([CH3:26])=[CH:22][CH:23]=[CH:24][CH:25]=1>C1(C)C=CC=CC=1>[N:2]12[CH2:25][CH2:24][CH2:23][CH2:22][CH:21]1[CH:26]=[N:6][CH2:5][CH2:4][CH2:3]2. Reported procedure: The formula (XXXVI) 2-(2-imidazolin-2-yl)quinolinecarboxylate esters can also be prepared from a formula (XXXVIII) dioxopyrroloquinoline acetamide, wherein R1, R2, X, L, M, Q and R7 are as described above, by cyclization thereof with a strong base, such as 1,5-diazabicyclo[5.4.0]undec-5-ene (DBU) in the presence of an inert organic solvent such as xylene or toluene to give the crude imidazopyrroloquinolinedione of formula (XXXVII). The reaction mixture is heated to a temperature between 100° C. ...